The task is: describe an organic reaction: reactants, conditions, products, and yield. This data is from the Open Reaction Database (ORD), a public repository of structured organic reaction records. Starting materials: COC(=O)C1CC(NC(C)(C)C)CCC1N1CCC(NC(=O)OCc2ccccc2)C1=O, CO. Product: COC(=O)C1CC(NC(C)(C)C)CCC1N1CCC(N)C1=O. As a reaction SMILES: [CH2:1]([O:2][C:3](=[O:4])[NH:11][CH:12]1[C:13](=[O:32])[N:14]([CH:17]2[CH:18]([C:28](=[O:29])[O:30][CH3:31])[CH2:19][CH:20]([NH:23][C:24]([CH3:25])([CH3:26])[CH3:27])[CH2:21][CH2:22]2)[CH2:15][CH2:16]1)[c:5]1[cH:6][cH:7][cH:8][cH:9][cH:10]1.[CH3:33][OH:34]>>[NH2:11][CH:12]1[C:13](=[O:32])[N:14]([CH:17]2[CH:18]([C:28](=[O:29])[O:30][CH3:31])[CH2:19][CH:20]([NH:23][C:24]([CH3:25])([CH3:26])[CH3:27])[CH2:21][CH2:22]2)[CH2:15][CH2:16]1. Starting materials: CCC(CC)(c1ccc(O[Si](C)(C)C(C)(C)C)c(C)c1)c1ccc(OS(=O)(=O)C(F)(F)F)c(C)c1, C#CC(C)(C)O, CCOCC, CN(C)C=O. The product is CCC(CC)(c1ccc(C#CC(C)(C)O)c(C)c1)c1ccc(O[Si](C)(C)C(C)(C)C)c(C)c1. As a reaction SMILES: [C:1]([CH3:2])([CH3:3])([CH3:4])[Si:5]([O:6][c:7]1[c:8]([CH3:33])[cH:9][c:10]([C:13]([CH2:14][CH3:15])([CH2:16][CH3:17])[c:18]2[cH:19][c:20]([CH3:32])[c:21]([O:24][S:25]([C:26]([F:27])([F:28])[F:29])(=[O:30])=[O:31])[cH:22][cH:23]2)[cH:11][cH:12]1)([CH3:34])[CH3:35].[CH3:41][C:42]([CH3:43])([C:44]#[CH:45])[OH:46].[CH3:47][CH2:48][O:49][CH2:50][CH3:51].[O:36]=[CH:37][N:38]([CH3:39])[CH3:40]>>[C:1]([CH3:2])([CH3:3])([CH3:4])[Si:5]([O:6][c:7]1[c:8]([CH3:33])[cH:9][c:10]([C:13]([CH2:14][CH3:15])([CH2:16][CH3:17])[c:18]2[cH:19][c:20]([CH3:32])[c:21]([C:45]#[C:44][C:42]([CH3:41])([CH3:43])[OH:46])[cH:22][cH:23]2)[cH:11][cH:12]1)([CH3:34])[CH3:35]. Reactants: ClC=1N=C(C2=C(C(=NC(=N2)Cl)N2CCCCC2)N1)N1CCCCC1 (2,6-dichloro-4,8-dipiperidinopyrimidopyrimidine), O (water), COCCO (2-Methoxyethanol), [H-].[Na+] (sodium hydride). The solvent is C1CCOC1 (THF), C1CCOC1 (THF). Reaction conditions: time 8 hour. The product is COCCOC=1N=C(C2=C(C(=NC(=N2)OCCOC)N2CCCCC2)N1)N1CCCCC1 (2,6-Di(−2′-methoxyethoxy)-4,8-dipiperidinopyrimidopyrimidine). Isolated yield 34.0%. Reaction SMILES: [CH3:1][O:2][CH2:3][CH2:4][OH:5].[H-].[Na+].Cl[C:9]1[N:10]=[C:11]([N:26]2[CH2:31][CH2:30][CH2:29][CH2:28][CH2:27]2)[C:12]2[N:17]=[C:16](Cl)[N:15]=[C:14]([N:19]3[CH2:24][CH2:23][CH2:22][CH2:21][CH2:20]3)[C:13]=2[N:25]=1.[OH2:32]>C1COCC1>[CH3:1][O:2][CH2:3][CH2:4][O:5][C:9]1[N:10]=[C:11]([N:26]2[CH2:31][CH2:30][CH2:29][CH2:28][CH2:27]2)[C:12]2[N:17]=[C:16]([O:32][CH2:4][CH2:3][O:2][CH3:1])[N:15]=[C:14]([N:19]3[CH2:24][CH2:23][CH2:22][CH2:21][CH2:20]3)[C:13]=2[N:25]=1 |f:1.2|. Procedure details: 2-Methoxyethanol (0.38 g, 5 mmol) was dissolved in dry THF (5 ml) and added to sodium hydride (0.12 g, 5 mmol) and stirred for 8 hours at room temperature. 2,6-dichloro-4,8-dipiperidinopyrimidopyrimidine (0.184 g, 0.5 mmol) in dry THF (10 ml) was added to this and the mixture heated under reflux for 32 hours. After cooling to room temperature, water (30 ml) was added and the product extracted into ethyl acetate (4×20 ml), the organic layers combined, dried (MgSO4), filtered and the solvent remov... Reactants: example 5 ( 20 ), NCC(C(=O)OCC)C1(OCCO1)C (ethyl 3-amino-2-(2-methyl-[1,3]dioxolan-2-yl)propionate), ClC=1C=C2C(C(=O)OC2=O)=CC1Cl (4,5-dichlorophthalic anhydride). Yields the product ClC=1C=C2C(N(C(C2=CC1Cl)=O)CC(C(=O)OCC)C1(OCCO1)C)=O (Ethyl 3-(5,6-dichloro-1,3-dioxo-1,3-dihydro-isoindol-2-yl)-2-(2-methyl-[1,3]dioxolan-2-yl)propionate). Reaction SMILES: [NH2:1][CH2:2][CH:3]([C:9]1([CH3:14])[O:13][CH2:12][CH2:11][O:10]1)[C:4]([O:6][CH2:7][CH3:8])=[O:5].[Cl:15][C:16]1[CH:17]=[C:18]2[C:23](=O)[O:22][C:20](=[O:21])[C:19]2=[CH:25][C:26]=1[Cl:27]>>[Cl:15][C:16]1[CH:17]=[C:18]2[C:19](=[CH:25][C:26]=1[Cl:27])[C:20](=[O:21])[N:1]([CH2:2][CH:3]([C:9]1([CH3:14])[O:10][CH2:11][CH2:12][O:13]1)[C:4]([O:6][CH2:7][CH3:8])=[O:5])[C:23]2=[O:22]. Reported procedure: Ethyl 3-(5,6-dichloro-1,3-dioxo-1,3-dihydro-isoindol-2-yl)-2-(2-methyl-[1,3]dioxolan-2-yl)propionate was prepared (0.66 g, 50%) in the same manner as described in the above example 5 (20) from ethyl 3-amino-2-(2-methyl-[1,3]dioxolan-2-yl)propionate (0.60 g, 3.25 mmol) and 4,5-dichlorophthalic anhydride (0.85 g, 3.90 mmol), and the obtained product was identified with the following NMR data. Reactants: COCc1c(C(=O)OC(C)C)ncc2[nH]c3cccc(OCc4ccccc4)c3c12, CN(CCc1ccccc1)C(=O)CBr, [H-], [Na+], C1CCOC1. The product is COCc1c(C(=O)OC(C)C)ncc2c1c1c(OCc3ccccc3)cccc1n2CC(=O)N(C)CCc1ccccc1. Reaction SMILES: [CH3:1][CH:2]([CH3:3])[O:4][C:5](=[O:6])[c:7]1[c:8]([CH2:28][O:29][CH3:30])[c:9]2[c:10]([nH:11][c:12]3[cH:13][cH:14][cH:15][c:16]([O:18][CH2:19][c:20]4[cH:21][cH:22][cH:23][cH:24][cH:25]4)[c:17]23)[cH:26][n:27]1.[CH3:33][N:34]([C:35]([CH2:36][Br:37])=[O:38])[CH2:39][CH2:40][c:41]1[cH:42][cH:43][cH:44][cH:45][cH:46]1.[H-:31].[Na+:32].[O:47]1[CH2:48][CH2:49][CH2:50][CH2:51]1>>[CH3:1][CH:2]([CH3:3])[O:4][C:5](=[O:6])[c:7]1[c:8]([CH2:28][O:29][CH3:30])[c:9]2[c:10]([n:11]([CH2:36][C:35]([N:34]([CH3:33])[CH2:39][CH2:40][c:41]3[cH:42][cH:43][cH:44][cH:45][cH:46]3)=[O:38])[c:12]3[cH:13][cH:14][cH:15][c:16]([O:18][CH2:19][c:20]4[cH:21][cH:22][cH:23][cH:24][cH:25]4)[c:17]23)[cH:26][n:27]1. Reactants: BrC1=CC(=NC(=C1)N)N (4-bromo-pyridine-2,6-diamine), C1(=C(C(=CC(=C1)C)C)S(=O)(=O)ON)C (O-mesitylene-sulfonylhydroxylamine), OCC1=CC=C(C=O)O1 (5-hydroxymethyl-furfural). Product: NC1=CC(=CC=2N1N=C(N2)C2=CC=C(O2)CO)Br ([5-(5-Amino-7-bromo-[1,2,4]triazolo[1,5-a]pyridin-2-yl)-furan-2-yl]-methanol). As a reaction SMILES: [Br:1][C:2]1[CH:7]=[C:6]([NH2:8])[N:5]=[C:4]([NH2:9])[CH:3]=1.C1(C)C=C(C)C=C(C)C=1S(O[NH2:22])(=O)=O.[OH:24][CH2:25][C:26]1[O:32][C:29]([CH:30]=O)=[CH:28][CH:27]=1>>[NH2:8][C:6]1[N:5]2[N:22]=[C:30]([C:29]3[O:32][C:26]([CH2:25][OH:24])=[CH:27][CH:28]=3)[N:9]=[C:4]2[CH:3]=[C:2]([Br:1])[CH:7]=1. Reported procedure: The title compound, MS m/e (%): 311 (M30 +2, 100), was prepared in accordance with the general method of example 63 from 4-bromo-pyridine-2,6-diamine, O-mesitylene-sulfonylhydroxylamine, and 5-hydroxymethyl-furfural. The purification was performed with reversed phase HPLC eluting with an acetonitrile/water gradient. Reactants: NC=1N=CN(C1C(=O)N)CC1=CC=CC=C1 (4-amino-1-benzyl-5-imidazolecarboxamide), FC=1C=C(C(=O)Cl)C=CC1 (3-fluorobenzoyl chloride), C(C1=CC=CC=C1)(=O)Cl (benzoyl chloride). The product is C(C1=CC=CC=C1)N1C=NC(=C1C(=O)N)NC(C1=CC(=CC=C1)F)=O (1-benzyl-4-(3-fluorobenzoylamino)-5-imidazolecarboxamide). Isolated yield 78.0%. Reaction SMILES: [NH2:1][C:2]1[N:3]=[CH:4][N:5]([CH2:10][C:11]2[CH:16]=[CH:15][CH:14]=[CH:13][CH:12]=2)[C:6]=1[C:7]([NH2:9])=[O:8].[F:17][C:18]1[CH:19]=[C:20]([CH:24]=[CH:25][CH:26]=1)[C:21](Cl)=[O:22].C(Cl)(=O)C1C=CC=CC=1>>[CH2:10]([N:5]1[C:6]([C:7]([NH2:9])=[O:8])=[C:2]([NH:1][C:21](=[O:22])[C:20]2[CH:24]=[CH:25][CH:26]=[C:18]([F:17])[CH:19]=2)[N:3]=[CH:4]1)[C:11]1[CH:16]=[CH:15][CH:14]=[CH:13][CH:12]=1. Procedure: An amidation reaction and post-treatment were carried out under the same conditions as in Example 1, using 2.16 g (9.99 mmol) of 4-amino-1-benzyl-5-imidazolecarboxamide which was prepared in the same manner as in Reference Example 2 and 3-fluorobenzoyl chloride, instead of benzoyl chloride, to obtain 2.63 g of 1-benzyl-4-(3-fluorobenzoylamino)-5-imidazolecarboxamide (yield 78%).